Dataset: the Open Reaction Database (ORD), a public repository of structured organic reaction records. Task: describe an organic reaction: reactants, conditions, products, and yield Reactants: O (water), C(C1=CC=CC=C1)C=1C(=NC=C(C1)NC(=O)OC(C)(C)C)OC (3-benzyl-5-tert-butoxycarbonylamino-2-methoxypyridine), CI (methyl iodide), [H-].[Na+] (sodium hydride). Solvent: CN(C=O)C (N,N-dimethylformamide). Product: C(C1=CC=CC=C1)C=1C(=NC=C(C1)N(C)C(=O)OC(C)(C)C)OC (3-Benzyl-5-(N-methyl-tert-butoxycarbonylamino)-2-methoxypyridine). Reaction SMILES: [CH2:1]([C:8]1[C:9]([O:22][CH3:23])=[N:10][CH:11]=[C:12]([NH:14][C:15]([O:17][C:18]([CH3:21])([CH3:20])[CH3:19])=[O:16])[CH:13]=1)[C:2]1[CH:7]=[CH:6][CH:5]=[CH:4][CH:3]=1.[H-].[Na+].[CH3:26]I.O>CN(C)C=O>[CH2:1]([C:8]1[C:9]([O:22][CH3:23])=[N:10][CH:11]=[C:12]([N:14]([C:15]([O:17][C:18]([CH3:20])([CH3:19])[CH3:21])=[O:16])[CH3:26])[CH:13]=1)[C:2]1[CH:3]=[CH:4][CH:5]=[CH:6][CH:7]=1 |f:1.2|. Reported procedure: 970 mg of 3-benzyl-5-tert-butoxycarbonylamino-2-methoxypyridine was dissolved in 10 ml of N,N-dimethylformamide, followed by. adding 200 mg of 60% oily sodium hydride thereto. After stirring at room temperature, 0.192 ml of methyl iodide was added thereto in an ice bath. After the returned to room temperature, water was added and the mixture was extracted with ethyl acetate. The extract was washed with brine, dried over anhydrous magnesium sulfate and evaporated, to give 920 mg of the target com... The reactants are CC(=O)SCC(C(=O)N1CCCC1C(=O)O)C(F)(F)F, N, O. Product: O=C(O)C1CCCN1C(=O)C(CS)C(F)(F)F. As a reaction SMILES: [C:1](=[O:2])([CH3:3])[S:4][CH2:5][CH:6]([C:7](=[O:8])[N:9]1[CH:10]([C:11](=[O:12])[OH:13])[CH2:14][CH2:15][CH2:16]1)[C:17]([F:18])([F:19])[F:20].[NH3:22].[OH2:21]>>[SH:4][CH2:5][CH:6]([C:7](=[O:8])[N:9]1[CH:10]([C:11](=[O:12])[OH:13])[CH2:14][CH2:15][CH2:16]1)[C:17]([F:18])([F:19])[F:20]. The reactants are BrC1=CC=C(S1)C=CC(=O)O (3-(5-bromo-thiophen-2-yl)-acrylic acid), ClC1=CC=C(C=C1)B(O)O (4-chlorophenylboronic acid), C([O-])([O-])=O.[Na+].[Na+] (sodium carbonate). The reagents and catalysts are C=1C=CC(=CC1)[P](C=2C=CC=CC2)(C=3C=CC=CC3)[Pd]([P](C=4C=CC=CC4)(C=5C=CC=CC5)C=6C=CC=CC6)([P](C=7C=CC=CC7)(C=8C=CC=CC8)C=9C=CC=CC9)[P](C=1C=CC=CC1)(C=1C=CC=CC1)C=1C=CC=CC1 (tetrakis(triphenylphosphine)palladium). Run in COCCOC (DME), COCCOC (DME). Run at time 10 minute. Product: ClC1=CC=C(C=C1)C1=CC=C(S1)C=CC(=O)O (3-[5-(4-Chloro-phenyl)-thiophen-2-yl]-acrylic Acid). Reaction SMILES: Br[C:2]1[S:6][C:5]([CH:7]=[CH:8][C:9]([OH:11])=[O:10])=[CH:4][CH:3]=1.[Cl:12][C:13]1[CH:18]=[CH:17][C:16](B(O)O)=[CH:15][CH:14]=1.C(=O)([O-])[O-].[Na+].[Na+]>COCCOC.C1C=CC([P]([Pd]([P](C2C=CC=CC=2)(C2C=CC=CC=2)C2C=CC=CC=2)([P](C2C=CC=CC=2)(C2C=CC=CC=2)C2C=CC=CC=2)[P](C2C=CC=CC=2)(C2C=CC=CC=2)C2C=CC=CC=2)(C2C=CC=CC=2)C2C=CC=CC=2)=CC=1>[Cl:12][C:13]1[CH:18]=[CH:17][C:16]([C:2]2[S:6][C:5]([CH:7]=[CH:8][C:9]([OH:11])=[O:10])=[CH:4][CH:3]=2)=[CH:15][CH:14]=1 |f:2.3.4,^1:37,39,58,77|. Procedure details: 0.250 g (1.1 mmol) of 3-(5-bromo-thiophen-2-yl)-acrylic acid and 61.9 mg (0.1 mmol) of tetrakis(triphenylphosphine)palladium were dissolved in 5 ml of degassed DME and stirred for 10 min at room temperature. 0.251 g (1.6 mmol) of 4-chlorophenylboronic acid and 1 ml of a 2 M aqueous sodium carbonate solution were added together with an additional 5 ml of degassed DME. The reaction mixture was heated to 95° C. for 4 h, and then stirred at room temperature for 16 h. Solids were removed by filtratio... The reactants are [Br-], COC(C)(C)C, C1CCOC1, CC(C)(C)S(=O)N=Cc1cc([N+](=O)[O-])ccc1SC1CC1, C=C[Mg+]. Product: C=CC(NS(=O)C(C)(C)C)c1cc([N+](=O)[O-])ccc1SC1CC1. Reaction SMILES: [Br-:22].[C:31]([O:32][CH3:33])([CH3:34])([CH3:35])[CH3:36].[CH2:26]1[O:27][CH2:28][CH2:29][CH2:30]1.[CH:1]1([S:4][c:5]2[c:6]([CH:7]=[N:8][S:9](=[O:10])[C:11]([CH3:12])([CH3:13])[CH3:14])[cH:15][c:16]([N+:19](=[O:20])[O-:21])[cH:17][cH:18]2)[CH2:2][CH2:3]1.[CH:23](=[CH2:24])[Mg+:25]>>[CH:1]1([S:4][c:5]2[c:6]([CH:7]([NH:8][S:9](=[O:10])[C:11]([CH3:12])([CH3:13])[CH3:14])[CH:23]=[CH2:24])[cH:15][c:16]([N+:19](=[O:20])[O-:21])[cH:17][cH:18]2)[CH2:2][CH2:3]1. The reactants are C(C1=CC=CC=C1)OC(=O)N[C@H](C(=O)OC)COC(C)C ((S)-Methyl 2-(((benzyloxy)carbonyl)amino)-3-isopropoxypropanoate), [BH4-].[Na+] (NaBH4). Solvent: CC(C)O (2-propanol). Run at temperature 50 celsius, time 8 hour. Yields the product OC[C@H](COC(C)C)NC(OCC1=CC=CC=C1)=O ((R)-benzyl (1-hydroxy-3 isopropoxypropan-2-yl)carbamate). Reaction SMILES: [CH2:1]([O:8][C:9]([NH:11][C@@H:12]([CH2:17][O:18][CH:19]([CH3:21])[CH3:20])[C:13](OC)=[O:14])=[O:10])[C:2]1[CH:7]=[CH:6][CH:5]=[CH:4][CH:3]=1.[BH4-].[Na+]>CC(O)C>[OH:14][CH2:13][C@@H:12]([NH:11][C:9](=[O:10])[O:8][CH2:1][C:2]1[CH:7]=[CH:6][CH:5]=[CH:4][CH:3]=1)[CH2:17][O:18][CH:19]([CH3:20])[CH3:21] |f:1.2|. Reported procedure: (S)-Methyl 2-(((benzyloxy)carbonyl)amino)-3-isopropoxypropanoate (0.02 g, 0.068 mmol) was taken in 2-propanol (4 mL) and then NaBH4 (7.69 mg, 0.203 mmol) was added and the mixture stirred for overnight at 50° C. After cooling to 0° C., the mixture was quenched with 1N HCl and then extracted with diethyl ether (10 mL). The diethyl ether layer was collected and concentrated under reduced pressure to afford (R)-benzyl (1-hydroxy-3 isopropoxypropan-2-yl)carbamate) (14 mg, 0.058 mmol, 86% crude yield... The reactants are COc1ccc(B(O)O)cc1CNC(=O)OC(C)(C)C, COC(=O)c1cc(Cl)ccc1OC(C)C, [K+], [K+], [K+], C1COCCO1, O=P([O-])([O-])[O-]. Yields the product COC(=O)c1cc(-c2ccc(OC)c(CNC(=O)OC(C)(C)C)c2)ccc1OC(C)C. RXN SMILES: [C:1]([CH3:2])([CH3:3])([CH3:4])[O:5][C:6](=[O:7])[NH:8][CH2:9][c:10]1[cH:11][c:12]([B:18]([OH:19])[OH:20])[cH:13][cH:14][c:15]1[O:16][CH3:17].[CH:21]([CH3:22])([CH3:23])[O:24][c:25]1[c:26]([C:27](=[O:28])[O:29][CH3:30])[cH:31][c:32]([Cl:35])[cH:33][cH:34]1.[K+:41].[K+:42].[K+:43].[O:44]1[CH2:45][CH2:46][O:47][CH2:48][CH2:49]1.[P:36]([O-:37])([O-:38])([O-:39])=[O:40]>>[C:1]([CH3:2])([CH3:3])([CH3:4])[O:5][C:6](=[O:7])[NH:8][CH2:9][c:10]1[cH:11][c:12](-[c:32]2[cH:31][c:26]([C:27](=[O:28])[O:29][CH3:30])[c:25]([O:24][CH:21]([CH3:22])[CH3:23])[cH:34][cH:33]2)[cH:13][cH:14][c:15]1[O:16][CH3:17]. Starting materials: ClC=1C=CC(=C(C(=O)NC2=C(C=C(C=C2)[N+](=O)[O-])Cl)C1)O (5-Chloro-N-(2-chloro-4-nitrophenyl)-2-hydroxybenzamide), CC1(OC([C@H](O1)CC(=O)O)=O)C ((R)-(−)-2,2-Dimethyl-5-oxo-1,3-dioxolane-4-acetic acid), CN(C=O)C (N,N-dimethylformamide), C(C(=O)Cl)(=O)Cl (oxalyl chloride). Solvent: N1=CC=CC=C1 (pyridine), C(Cl)(Cl)Cl (chloroform). Conditions: temperature 50 celsius, time 2 hour. The product is CC1(OC([C@H](O1)CC(=O)OC1=C(C=C(C=C1)Cl)C(NC1=C(C=C(C=C1)[N+](=O)[O-])Cl)=O)=O)C ((R)-4-chloro-2-(2-chloro-4-nitrophenylcarbamoyl)phenyl 2-(2,2-dimethyl-5-oxo-1,3-dioxolan-4-yl)acetate). As a reaction SMILES: [CH3:1][C:2]1([CH3:12])[O:6][C@H:5]([CH2:7][C:8]([OH:10])=[O:9])[C:4](=[O:11])[O:3]1.C(Cl)(=O)C(Cl)=O.CN(C)C=O.[Cl:24][C:25]1[CH:26]=[CH:27][C:28](O)=[C:29]([CH:43]=1)[C:30]([NH:32][C:33]1[CH:38]=[CH:37][C:36]([N+:39]([O-:41])=[O:40])=[CH:35][C:34]=1[Cl:42])=[O:31]>C(Cl)(Cl)Cl.N1C=CC=CC=1>[CH3:1][C:2]1([CH3:12])[O:6][C@H:5]([CH2:7][C:8]([O:10][C:28]2[CH:27]=[CH:26][C:25]([Cl:24])=[CH:43][C:29]=2[C:30](=[O:31])[NH:32][C:33]2[CH:38]=[CH:37][C:36]([N+:39]([O-:41])=[O:40])=[CH:35][C:34]=2[Cl:42])=[O:9])[C:4](=[O:11])[O:3]1. Procedure: A suspension of (R)-(−)-2,2-Dimethyl-5-oxo-1,3-dioxolane-4-acetic acid (Sigma-Aldrich, St. Louis, Mo.) (2.17 g, 12.46 mmol) in chloroform (24 mL) was treated with oxalyl chloride (2.11 mL, 25 mmol) and a drop of N,N-dimethylformamide was added. The progression of reaction was monitored by the observation of gas evolution by means of a bubbler. After 2 hours at room temperature, the reaction mixture was warmed to 50° C. for 2 hours, cooled to room temperature, and concentrated to remove volatiles... The reactants are Cl[O-].[Ca+2].Cl[O-] (calcium hypochlorite), FC=1C=C(C(=O)O)C=CC1OC (3-fluoro-4-methoxybenzoic acid), C([O-])([O-])=O.[K+].[K+] (potassium carbonate), [OH-].[K+] (potassium hydroxide). Solvent: O (water), O (water). Run at temperature 55 celsius, time 5 minute. Yields the product FC=1C=C(C(=O)Cl)C=CC1OC (3-fluoro-4-methoxybenzoyl chloride). As a reaction SMILES: [Cl:1][O-].[Ca+2].Cl[O-].C(=O)([O-])[O-].[K+].[K+].[OH-].[K+].[F:14][C:15]1[CH:16]=[C:17]([CH:21]=[CH:22][C:23]=1[O:24][CH3:25])[C:18](O)=[O:19]>O>[F:14][C:15]1[CH:16]=[C:17]([CH:21]=[CH:22][C:23]=1[O:24][CH3:25])[C:18]([Cl:1])=[O:19] |f:0.1.2,3.4.5,6.7|. Procedure: The intermediate 3-fluoro-4-methoxybenzoyl chloride was prepared as follows: Fifty g. of calcium hypochlorite was dissolved by warming in 200 ml. of water to give a milky solution. A warm solution containing 35 g. of potassium carbonate and 10 g. of potassium hydroxide in 100 ml. of water was added; the resulting mixture was shaken for about 5 minutes and then filtered through a sintered glass funnel. The filtrate cake of calcium carbonate was washed with 40 ml. of water. The combined filtrates ... The reactants are NC1=CC=C(C(=O)OCC)C=C1 (ethyl 4-aminobenzoate), ClC1=CC2=C(SC(=C2C)S(=O)(=O)Cl)C=C1 (5-chloro-2-chlorosulfonyl-3-methylbenzo[b]thiophene), Cl (hydrochloric acid). Solvent: N1=CC=CC=C1 (pyridine). Reaction conditions: time 2 hour. Product: ClC1=CC2=C(SC(=C2C)S(=O)(=O)NC2=CC=C(C(=O)OCC)C=C2)C=C1 (ethyl 4-(5-chloro-3-methylbenzo[b]thiophene-2-sulfonylamino)benzoate). Yield: 53.7%. Reaction SMILES: [NH2:1][C:2]1[CH:12]=[CH:11][C:5]([C:6]([O:8][CH2:9][CH3:10])=[O:7])=[CH:4][CH:3]=1.[Cl:13][C:14]1[CH:27]=[CH:26][C:17]2[S:18][C:19]([S:22](Cl)(=[O:24])=[O:23])=[C:20]([CH3:21])[C:16]=2[CH:15]=1.Cl>N1C=CC=CC=1>[Cl:13][C:14]1[CH:27]=[CH:26][C:17]2[S:18][C:19]([S:22]([NH:1][C:2]3[CH:3]=[CH:4][C:5]([C:6]([O:8][CH2:9][CH3:10])=[O:7])=[CH:11][CH:12]=3)(=[O:23])=[O:24])=[C:20]([CH3:21])[C:16]=2[CH:15]=1. Procedure details: Into 3 mL of pyridine was dissolved 60 mg of ethyl 4-aminobenzoate, and 123 mg of 5-chloro-2-chlorosulfonyl-3-methylbenzo[b]thiophene was added at 0° C., followed by 2 hours of stirring at room temperature. After confirmation of disappearance of the starting material, 2 mol/L hydrochloric acid was added, followed by extraction with ether. The organic layer was washed with saturated brine and then dried over anhydrous magnesium sulfate. The solvent was removed by evaporation under reduced pressur... Procedure details: A solution of 22.6 g of 1-sec.butyl-1-cyanohydrazine in 30 ml of dioxane isadded dropwise at room temperature, during 15 to 20 minutes, to a solution of 25 g of phosgene in 120 ml of dioxane. After completion of the addition, there is added 1 g of active charcoal and the reaction mixture is refluxed for 3 hours. After cooling to room temperature, 10 g of sodiumbicarbonate is added. After 15 hours, the mixture obtained is filtered through Hyflo for removal of the salts. The filtrate is concentrat... Yield: 110.0%. As a reaction SMILES: [CH:1]([N:5]([C:7]#[N:8])[NH2:6])([CH2:3][CH3:4])[CH3:2].C(Cl)([Cl:11])=O.C.[C:14](=[O:17])(O)[O-].[Na+]>O1CCOCC1>[CH:1]([N:5]1[C:7]([Cl:11])=[N:8][C:14]([OH:17])=[N:6]1)([CH2:3][CH3:4])[CH3:2] |f:3.4|. Starting materials: C(C)(CC)N(N)C#N (1-sec.butyl-1-cyanohydrazine), C(=O)(Cl)Cl (phosgene), C([O-])(O)=O.[Na+] (sodiumbicarbonate), C (charcoal). The solvent is O1CCOCC1 (dioxane), O1CCOCC1 (dioxane). Run at time 15 hour. Yields the product C(C)(CC)N1N=C(N=C1Cl)O (1-sec.butyl-3-hydroxy-5-chloro-1,2,4-triazole).